From a dataset of the Open Reaction Database (ORD), a public repository of structured organic reaction records. describe an organic reaction: reactants, conditions, products, and yield The reactants are COC(=O)CCCCC1SCC(C(=O)OC)=C1N, CO, [Na+], [OH-]. Product: COC(=O)C1=C(N)C(CCCCC(=O)O)SC1. Reaction SMILES: [CH3:1][O:2][C:3]([CH2:4][CH2:5][CH2:6][CH2:7][CH:8]1[S:9][CH2:10][C:11]([C:14](=[O:15])[O:16][CH3:17])=[C:12]1[NH2:13])=[O:18].[CH3:21][OH:22].[Na+:20].[OH-:19]>>[O:2]=[C:3]([CH2:4][CH2:5][CH2:6][CH2:7][CH:8]1[S:9][CH2:10][C:11]([C:14](=[O:15])[O:16][CH3:17])=[C:12]1[NH2:13])[OH:18]. Reactants: Cc1cccc(-c2sc(C)nc2C(=O)O)c1, O=C(NCC1CC2CC2N1)c1cccc2occc12. The product is Cc1cccc(-c2sc(C)nc2C(=O)N2C(CNC(=O)c3cccc4occc34)CC3CC32)c1. As a reaction SMILES: [CH3:20][c:21]1[s:22][c:23](-[c:29]2[cH:30][c:31]([CH3:35])[cH:32][cH:33][cH:34]2)[c:24]([C:26](=[O:27])[OH:28])[n:25]1.[CH:1]12[NH:2][CH:3]([CH2:7][NH:8][C:9](=[O:10])[c:11]3[cH:12][cH:13][cH:14][c:15]4[c:16]3[cH:17][cH:18][o:19]4)[CH2:4][CH:5]1[CH2:6]2>>[CH:1]12[N:2]([C:26]([c:24]3[c:23](-[c:29]4[cH:30][c:31]([CH3:35])[cH:32][cH:33][cH:34]4)[s:22][c:21]([CH3:20])[n:25]3)=[O:27])[CH:3]([CH2:7][NH:8][C:9](=[O:10])[c:11]3[cH:12][cH:13][cH:14][c:15]4[c:16]3[cH:17][cH:18][o:19]4)[CH2:4][CH:5]1[CH2:6]2.